From a dataset of the Open Reaction Database (ORD), a public repository of structured organic reaction records. describe an organic reaction: reactants, conditions, products, and yield Reactants: OCC=1C=NC(=NC1)SC (5-hydroxymethyl-2-methylthiopyrimidine), C1(=CC=CC=C1)P(C1=CC=CC=C1)C1=CC=CC=C1 (triphenylphosphine), C(Br)(Br)(Br)Br (carbon tetrabromide). The solvent is C1=CC=CC=C1 (benzene). The product is BrCC=1C=NC(=NC1)SC (5-bromomethyl-2-methylthiopyrimidine). The yield is 59.9%. RXN SMILES: O[CH2:2][C:3]1[CH:4]=[N:5][C:6]([S:9][CH3:10])=[N:7][CH:8]=1.C1(P(C2C=CC=CC=2)C2C=CC=CC=2)C=CC=CC=1.C(Br)(Br)(Br)[Br:31]>C1C=CC=CC=1>[Br:31][CH2:2][C:3]1[CH:4]=[N:5][C:6]([S:9][CH3:10])=[N:7][CH:8]=1. Procedure: 5-hydroxymethyl-2-methylthiopyrimidine (0.1 g, 0.61 mmol), triphenylphosphine (0.45 g, 1.7 mmol) and carbon tetrabromide (0.28 g, 0.85 mmol) are stirred in benzene (5 mL) for 24 h. The mixture is evaporated and the residue is purified by flash chromatography (silica gel, 4:1 hexanes/ethyl acetate) to provide the intermediate title compound as a white solid (0.08 g, 61%). MS (ES), 219/221 [M+H]+ (Br).